describe an organic reaction: reactants, conditions, products, and yield From a dataset of the Open Reaction Database (ORD), a public repository of structured organic reaction records. Reactants: C(C)(=O)OCCC(=C[C@H](C(=O)OCC)NC=O)CP(=O)(OC(C)C)OC(C)C (ethyl 6-acetoxy-2(R)-formylamino-4-diisopropylphosphonomethyl-hex-3-enoate), C(Cl)Cl (CH2Cl2), C[Si](Br)(C)C (trimethylbromosilane). The solvent is C(C)O (ethanol). Reaction conditions: temperature 0 celsius, time 24 hour. Product: N[C@@H](C(=O)OCC)C=C(CCO)CP(=O)(O)O (ethyl 2(R)-amino-6-hydroxy-4-phosphonomethyl-hex-3-enoate). RXN SMILES: C([O:4][CH2:5][CH2:6][C:7]([CH2:18][P:19]([O:25]C(C)C)([O:21]C(C)C)=[O:20])=[CH:8][C@@H:9]([NH:15]C=O)[C:10]([O:12][CH2:13][CH3:14])=[O:11])(=O)C.C(Cl)Cl.C[Si](C)(C)Br>C(O)C>[NH2:15][C@H:9]([CH:8]=[C:7]([CH2:18][P:19]([OH:25])([OH:21])=[O:20])[CH2:6][CH2:5][OH:4])[C:10]([O:12][CH2:13][CH3:14])=[O:11]. Procedure: 12.7 g (30.2 mmol) of ethyl 6-acetoxy-2(R)-formylamino-4-diisopropylphosphonomethyl-hex-3-enoate are dissolved in 100 ml of abs. CH2Cl2 and 15.6 ml (120.8 mmol) of trimethylbromosilane are added to this solution at room temperature. The reaction mixture is allowed to stand for 24 hours at room temperature. After addition of 100 ml of abs. ethanol the reaction mixture is again allowed to stand for 24 hours at room temperature and then concentrated by evaporation. The residue is dissolved in ethan... Reactants: N1C(CNC2=CC=CC=C12)=O (3,4-dihydroquinoxalin-2(1H)-one), C(C)(C)N(CC)C(C)C (N,N-diisopropyl-N-ethylamine), C(C)(=O)OC(C)=O (acetic anhydride). Procedure details: To a cold (0° C.) solution of 3,4-dihydroquinoxalin-2(1H)-one (1.0 g, 6.7 mmol; J. Med. Chem. 758, 1994) and N,N-diisopropyl-N-ethylamine (1.7 mL, 10.1 mmol) in dichloromethane (30 mL) under an atmosphere of nitrogen, acetic anhydride (0.76 mL, 8.1 mmol) was added and stirred at room temperature overnight. The resultant solution was concentrated under vacuum. The residue was subjected to column chromatography on silica gel eluting with a 1% methanol in chloroform. Collection and concentration of... Yields the product C(C)(=O)N1CC(NC2=CC=CC=C12)=O (4-Acetyl-3,4-dihydroquinoxalin-2(1H)-one). Run at time 8 hour. Solvent: ClCCl (dichloromethane). RXN SMILES: [NH:1]1[C:10]2[C:5](=[CH:6][CH:7]=[CH:8][CH:9]=2)[NH:4][CH2:3][C:2]1=[O:11].C(N(C(C)C)CC)(C)C.[C:21](OC(=O)C)(=[O:23])[CH3:22]>ClCCl>[C:21]([N:4]1[C:5]2[C:10](=[CH:9][CH:8]=[CH:7][CH:6]=2)[NH:1][C:2](=[O:11])[CH2:3]1)(=[O:23])[CH3:22]. Starting materials: [H-].[Na+] (sodium hydride), ClC=1C(=NC=C(C1)C(F)(F)F)C1=CC2=C(NN=N2)C=C1 (5-(3-chloro-5-trifluoromethylpyridin-2-yl)benzotriazole), O (water), BrCC(=O)OCC (ethyl bromoacetate). Solvent: CN(C=O)C (dimethylformamide), CN(C=O)C (dimethylformamide). Run at time 15 minute. The product is ClC=1C(=NC=C(C1)C(F)(F)F)C1=CC2=C(N(N=N2)CC(=O)OCC)C=C1 (5-(3-chloro-5-trifluoromethylpyridin-2-yl)-1-ethoxycarbonylmethylbenzotriazole). Reaction SMILES: [H-].[Na+].[Cl:3][C:4]1[C:5]([C:14]2[CH:22]=[CH:21][C:17]3[NH:18][N:19]=[N:20][C:16]=3[CH:15]=2)=[N:6][CH:7]=[C:8]([C:10]([F:13])([F:12])[F:11])[CH:9]=1.Br[CH2:24][C:25]([O:27][CH2:28][CH3:29])=[O:26].O>CN(C)C=O>[Cl:3][C:4]1[C:5]([C:14]2[CH:22]=[CH:21][C:17]3[N:18]([CH2:24][C:25]([O:27][CH2:28][CH3:29])=[O:26])[N:19]=[N:20][C:16]=3[CH:15]=2)=[N:6][CH:7]=[C:8]([C:10]([F:11])([F:12])[F:13])[CH:9]=1 |f:0.1|. Procedure details: 0.5 g of sodium hydride (80% strength by weight suspension in mineral oil) in 25 ml of anhydrous dimethylformamide was treated dropwise with a solution of 4.4 g of 5-(3-chloro-5-trifluoromethylpyridin-2-yl)benzotriazole in 25 ml of dimethylformamide. After stirring for 15 min, 2.6 g of ethyl bromoacetate were added dropwise, after which the mixture was stirred at 23° C. for 20 hours. The batch was then poured into 200 ml of water. After extracting three times with 100 ml of tert-butyl methyl eth... Reactants: CC(c1ccc(Br)cc1)N1CCC(CCCO)(c2ccc(F)cc2)OC1=O, Clc1ncccn1. Product: CC(c1ccc(-c2ncccn2)cc1)N1CCC(CCCO)(c2ccc(F)cc2)OC1=O. As a reaction SMILES: [Br:1][c:2]1[cH:3][cH:4][c:5]([CH:8]([CH3:9])[N:10]2[C:11](=[O:27])[O:12][C:13]([CH2:16][CH2:17][CH2:18][OH:19])([c:20]3[cH:21][cH:22][c:23]([F:26])[cH:24][cH:25]3)[CH2:14][CH2:15]2)[cH:6][cH:7]1.[Cl:28][c:29]1[n:30][cH:31][cH:32][cH:33][n:34]1>>[c:2]1(-[c:29]2[n:30][cH:31][cH:32][cH:33][n:34]2)[cH:3][cH:4][c:5]([CH:8]([CH3:9])[N:10]2[C:11](=[O:27])[O:12][C:13]([CH2:16][CH2:17][CH2:18][OH:19])([c:20]3[cH:21][cH:22][c:23]([F:26])[cH:24][cH:25]3)[CH2:14][CH2:15]2)[cH:6][cH:7]1.